This data is from the Open Reaction Database (ORD), a public repository of structured organic reaction records. The task is: describe an organic reaction: reactants, conditions, products, and yield Reactants: ClC1=CC=C2C(=C1)NC(C21C(NC(CC1C1=C(C=CC(=C1)Cl)OC(C)(C)C(=O)OCC)=O)C1=C(C=CC(=C1)F)Cl)=O (racemic (2′R,3S,4′R)-6-chloro-4′-[5-chloro-2-(1-ethoxycarbonyl-1-methyl-ethoxy)-phenyl]-2′-(2-chloro-5-fluoro-phenyl)spiro[3H-indole-3,3′-piperidine]-2,6′(1H)-dione), [OH-].[Na+] (NaOH), O (H2O). The solvent is C1CCOC1 (THF). Conditions: temperature 70 celsius. The product is ClC1=CC=C2C(=C1)NC(C21C(NC(CC1C1=C(C=CC(=C1)Cl)OC(C)(C)C(=O)O)=O)C1=C(C=CC(=C1)F)Cl)=O (racemic (2′R,3S,4′R)-6-chloro-2′-(2-chloro-5-fluoro-phenyl)-4′-[5-chloro-2-(1-hydroxycarbonyl-1-methyl-ethoxy)-phenyl]spiro[3H-indole-3,3′-piperidine]-2,6′(1H)-dione). Reaction SMILES: [Cl:1][C:2]1[CH:7]=[C:6]2[NH:8][C:9](=[O:41])[C:10]3([CH:15]([C:16]4[CH:21]=[C:20]([Cl:22])[CH:19]=[CH:18][C:17]=4[O:23][C:24]([C:27]([O:29]CC)=[O:28])([CH3:26])[CH3:25])[CH2:14][C:13](=[O:32])[NH:12][CH:11]3[C:33]3[CH:38]=[C:37]([F:39])[CH:36]=[CH:35][C:34]=3[Cl:40])[C:5]2=[CH:4][CH:3]=1.[OH-].[Na+].O>C1COCC1>[Cl:1][C:2]1[CH:7]=[C:6]2[NH:8][C:9](=[O:41])[C:10]3([CH:15]([C:16]4[CH:21]=[C:20]([Cl:22])[CH:19]=[CH:18][C:17]=4[O:23][C:24]([C:27]([OH:29])=[O:28])([CH3:25])[CH3:26])[CH2:14][C:13](=[O:32])[NH:12][CH:11]3[C:33]3[CH:38]=[C:37]([F:39])[CH:36]=[CH:35][C:34]=3[Cl:40])[C:5]2=[CH:4][CH:3]=1 |f:1.2|. Procedure: A mixture of racemic (2′R,3S,4′R)-6-chloro-4′-[5-chloro-2-(1-ethoxycarbonyl-1-methyl-ethoxy)-phenyl]-2′-(2-chloro-5-fluoro-phenyl)spiro[3H-indole-3,3′-piperidine]-2,6′(1H)-dione (150 mg, 0.24 mmol), NaOH (70 mg, 1.75 mmol), H2O (2 mL) and THF (6 mL) was heated at 70° C. for 1 h. After cooled to room temperature, the solution was concentrated and the residue was acidified to “pH” 2-3 by addition of concentrated aqueous HCl. The white solid was collected by filtration to give the title compound wh... Reactants: ClC1=CC=C(C(C(=O)O)=C1)O (5-chlorosalicylic acid), C([O-])([O-])=O.[K+].[K+] (potassium carbonate), S(=O)(=O)(OC)OC (dimethyl sulfate). Solvent: CC(=O)C (acetone). Product: ClC=1C=CC(=C(C(=O)OC)C1)OC (Methyl 5-Chloro-2-methoxybenzoate). Isolated yield 99.3%. RXN SMILES: [Cl:1][C:2]1[CH:10]=[C:6]([C:7]([OH:9])=[O:8])[C:5](O)=[CH:4][CH:3]=1.[C:12](=O)([O-])[O-].[K+].[K+].S([O:23][CH3:24])(OC)(=O)=O>CC(C)=O>[Cl:1][C:2]1[CH:3]=[CH:4][C:5]([O:23][CH3:24])=[C:6]([CH:10]=1)[C:7]([O:9][CH3:12])=[O:8] |f:1.2.3|. Procedure details: A mixture of 5-chlorosalicylic acid (20.0 g, 0.116 mol), potassium carbonate (40.3 g, 0.290 mol), and dimethyl sulfate (36.5 g, 0.290 mol) in acetone (300 mL) was heated at reflux for 18 hours. The mixture was cooled, concentrated, diluted with H2O, and extracted with ethyl acetate (3×150 mL). The extracts were washed with H2O and saturated NaCl, dried (MgSO4), and concentrated to give 23.10 g (99%) of product as a brown oil. The reactants are CN(C)c1ccncc1, O=Cc1ccc(C=CC(=O)O)cc1, ClCCCl, ClCCl, CC(C)(C)OC(=O)Nc1ccc(-c2cccs2)cc1N, CN(C)C=O, O, O=S(Cl)Cl. Yields the product CC(C)(C)OC(=O)Nc1ccc(-c2cccs2)cc1NC(=O)C=Cc1ccc(C=O)cc1. RXN SMILES: [CH3:47][N:48]([CH3:49])[c:50]1[cH:51][cH:52][n:53][cH:54][cH:55]1.[CH:1](=[O:2])[c:3]1[cH:4][cH:5][c:6]([CH:9]=[CH:10][C:11](=[O:12])[OH:13])[cH:7][cH:8]1.[Cl:43][CH2:44][CH2:45][Cl:46].[Cl:57][CH2:58][Cl:59].[NH2:23][c:24]1[c:25]([NH:35][C:36]([O:37][C:38]([CH3:39])([CH3:40])[CH3:41])=[O:42])[cH:26][cH:27][c:28](-[c:30]2[s:31][cH:32][cH:33][cH:34]2)[cH:29]1.[O:18]=[CH:19][N:20]([CH3:21])[CH3:22].[OH2:56].[S:14]([Cl:15])([Cl:16])=[O:17]>>[CH:1](=[O:2])[c:3]1[cH:4][cH:5][c:6]([CH:9]=[CH:10][C:11](=[O:13])[NH:23][c:24]2[c:25]([NH:35][C:36]([O:37][C:38]([CH3:39])([CH3:40])[CH3:41])=[O:42])[cH:26][cH:27][c:28](-[c:30]3[s:31][cH:32][cH:33][cH:34]3)[cH:29]2)[cH:7][cH:8]1. Starting materials: C(C)OC(CC(=O)CCl)=O (4-chloroacetoacetic acid ethyl ester), ClC1=CC=C(C=O)C=C1 (4-chlorobenzaldehyde), N1CCCCC1 (piperidine), C(C)(=O)O (acetic acid). The solvent is C1=CC=CC=C1 (benzene), O (water), CCOCC (ether). Run at time 5 hour. Product: C(C)OC(C(C(CCl)=O)=CC1=CC=C(C=C1)Cl)=O (2-(4-Chlorobenzylidene)-3-oxo-4-chlorobutyric acid ethyl ester). Isolated yield 23.4%. Reaction SMILES: [CH2:1]([O:3][C:4](=[O:10])[CH2:5][C:6]([CH2:8][Cl:9])=[O:7])[CH3:2].[Cl:11][C:12]1[CH:19]=[CH:18][C:15]([CH:16]=O)=[CH:14][CH:13]=1.N1CCCCC1.C(O)(=O)C>C1C=CC=CC=1.CCOCC.O>[CH2:1]([O:3][C:4](=[O:10])[C:5](=[CH:16][C:15]1[CH:18]=[CH:19][C:12]([Cl:11])=[CH:13][CH:14]=1)[C:6](=[O:7])[CH2:8][Cl:9])[CH3:2]. Procedure details: 25.7 g of 4-chloroacetoacetic acid ethyl ester, 23.9 g of 4-chlorobenzaldehyde, 0.7 ml of piperidine and 18 ml of glacial acetic acid were dissolved in 15 ml of benzene. The solution was boiled for 5 hours, using a water separator, and was allowed to cool, and 300 ml of ether were added. After the mixture had been washed three times with water, it was dried over magnesium sulphate and the solvent was evaporated off. The residue was distilled under a high vacuum. The product obtained was a Z/E mi... Reactants: C(=O)([O-])[O-].[K+].[K+] (K2CO3), O1CC(CC1)N1N=C(C=2C1=NC(=NC2N)C2=CC=NC=C2)C (1-(3-tetrahydrofuranyl)-3-methyl-6-(4-pyridyl)-pyrazolo[3,4-d]pyrimidin-4-amine), N(=O)[O-].[Na+] (sodium nitrite). The solvent is S(O)(O)(=O)=O (sulfuric acid), O (water). Conditions: temperature -5 celsius, time 2 hour. Yields the product O1CC(CC1)N1NC(=C2C1=NC(=NC2=O)C2=CC=NC=C2)C (1-(3-tetrahydrofuranyl)-3-methyl-6-(4-pyridyl)pyrazolo[3,4-d]pyrimidin-4-one). Isolated yield 46.7%. RXN SMILES: [O:1]1[CH2:5][CH2:4][CH:3]([N:6]2[C:10]3=[N:11][C:12]([C:16]4[CH:21]=[CH:20][N:19]=[CH:18][CH:17]=4)=[N:13][C:14](N)=[C:9]3[C:8]([CH3:22])=[N:7]2)[CH2:2]1.N([O-])=[O:24].[Na+].C([O-])([O-])=O.[K+].[K+]>S(=O)(=O)(O)O.O>[O:1]1[CH2:5][CH2:4][CH:3]([N:6]2[C:10]3=[N:11][C:12]([C:16]4[CH:21]=[CH:20][N:19]=[CH:18][CH:17]=4)=[N:13][C:14](=[O:24])[C:9]3=[C:8]([CH3:22])[NH:7]2)[CH2:2]1 |f:1.2,3.4.5|. Reported procedure: To a solution of 1-(3-tetrahydrofuranyl)-3-methyl-6-(4-pyridyl)-pyrazolo[3,4-d]pyrimidin-4-amine (1.08 g, 3.6 mmol) in 60% sulfuric acid (30 ml) at -10° C. was added sodium nitrite (5.6 g, 81.2 mmol) in water (8 ml). The reaction mixture was stirred at -5° C. for 2 hours, then at room temperature for 24 hours. The mixture was poured onto ice-water, neutralized with K2CO3 and the salts were collected by filtration. The aqueous filtrate was extracted with chloroform (6×100 ml) and the combined org...